Dataset: the Open Reaction Database (ORD), a public repository of structured organic reaction records. Task: describe an organic reaction: reactants, conditions, products, and yield The reactants are C1CCOC1, CCOC(=O)c1ccc(Nc2cc(NC(=O)c3c(Cl)cccc3Cl)ccn2)cc1, Cl, [Li+], [OH-]. Yields the product O=C(O)c1ccc(Nc2cc(NC(=O)c3c(Cl)cccc3Cl)ccn2)cc1. As a reaction SMILES: [CH2:33]1[O:34][CH2:35][CH2:36][CH2:37]1.[Cl:1][c:2]1[c:3]([C:4](=[O:5])[NH:6][c:7]2[cH:8][c:9]([NH:13][c:14]3[cH:15][cH:16][c:17]([C:18](=[O:19])[O:20][CH2:21][CH3:22])[cH:23][cH:24]3)[n:10][cH:11][cH:12]2)[c:25]([Cl:29])[cH:26][cH:27][cH:28]1.[ClH:32].[Li+:31].[OH-:30]>>[Cl:1][c:2]1[c:3]([C:4](=[O:5])[NH:6][c:7]2[cH:8][c:9]([NH:13][c:14]3[cH:15][cH:16][c:17]([C:18](=[O:19])[OH:20])[cH:23][cH:24]3)[n:10][cH:11][cH:12]2)[c:25]([Cl:29])[cH:26][cH:27][cH:28]1. The reactants are Cl (hydrochloric acid), C(#N)C1=NC=CC=C1C (2-cyano-3-methylpyridine), BrC1=C(C=CC=C1)OC (o-bromoanisole), [Mg] (magnesium), [OH-].[Na+] (sodium hydroxide). Run in C(C)(=O)OCC (ethyl acetate), O1CCCC1 (tetrahydrofuran), O1CCCC1 (tetrahydrofuran). Yields the product CC=1C(=NC=CC1)C(=O)C1=C(C=CC=C1)OC (2-methoxyphenyl 3-methyl-2-pyridyl ketone). As a reaction SMILES: Br[C:2]1[CH:7]=[CH:6][CH:5]=[CH:4][C:3]=1[O:8][CH3:9].[Mg].[C:11]([C:13]1[C:18]([CH3:19])=[CH:17][CH:16]=[CH:15][N:14]=1)#N.Cl.[OH-:21].[Na+]>O1CCCC1.C(OCC)(=O)C>[CH3:19][C:18]1[C:13]([C:11]([C:2]2[CH:7]=[CH:6][CH:5]=[CH:4][C:3]=2[O:8][CH3:9])=[O:21])=[N:14][CH:15]=[CH:16][CH:17]=1 |f:4.5|. Reported procedure: 35.5 g of o-bromoanisole were added dropwise to 5.71 g of magnesium turnings covered with 50 ml of tetrahydrofuran while heating to maintain reflux. 15 minutes after completion of the addition 14.93 g of 2-cyano-3-methylpyridine in 150 ml of tetrahydrofuran were added dropwise without further heating. After 1 hour at room temperature dilute hydrochloric acid and ethyl acetate were added followed by dilute sodium hydroxide solution to pH 14. The mixture was extracted with ethyl acetate, the organ... Starting materials: ClC1=C(C=CC(=C1)O)C(C(C(F)(F)F)(O)C=1C=CC2=C(N(C(CO2)=O)C)C1)C (6-[2-(2-Chloro-4-hydroxy-phenyl)-1-hydroxy-1-trifluoromethyl-propyl]-4-methyl-4H-benzo[1,4]oxazin-3-one), ClC1=C(C=C(C=C1)B(O)O)C(=O)OCC (4-chloro-3-(ethoxycarbonyl)benzeneboronic acid). Reagents/catalysts: C(C)(=O)[O-].[Cu+2].C(C)(=O)[O-] (copper-(II)-acetate). Run in N1=CC=CC=C1 (pyridine). Product: C(C)OC(C1=C(C=CC(=C1)OC1=CC(=C(C=C1)C(C(C(F)(F)F)(C=1C=CC2=C(N(C(CO2)=O)C)C1)O)C)Cl)Cl)=O (2-Chloro-5-{3-chloro-4-[3,3,3-trifluoro-2-hydroxy-1-methyl-2-(4-methyl-3-oxo-3,4-dihydro-2H-benzo[1,4]oxazin-6-yl)-propyl]-phenoxy}-benzoic acid ethyl ester). Reaction SMILES: [Cl:1][C:2]1[CH:7]=[C:6]([OH:8])[CH:5]=[CH:4][C:3]=1[CH:9]([CH3:28])[C:10]([C:16]1[CH:17]=[CH:18][C:19]2[O:24][CH2:23][C:22](=[O:25])[N:21]([CH3:26])[C:20]=2[CH:27]=1)([OH:15])[C:11]([F:14])([F:13])[F:12].[Cl:29][C:30]1[CH:35]=[CH:34][C:33](B(O)O)=[CH:32][C:31]=1[C:39]([O:41][CH2:42][CH3:43])=[O:40]>C([O-])(=O)C.[Cu+2].C([O-])(=O)C.N1C=CC=CC=1>[CH2:42]([O:41][C:39](=[O:40])[C:31]1[CH:32]=[C:33]([O:8][C:6]2[CH:5]=[CH:4][C:3]([CH:9]([CH3:28])[C:10]([OH:15])([C:16]3[CH:17]=[CH:18][C:19]4[O:24][CH2:23][C:22](=[O:25])[N:21]([CH3:26])[C:20]=4[CH:27]=3)[C:11]([F:12])([F:13])[F:14])=[C:2]([Cl:1])[CH:7]=2)[CH:34]=[CH:35][C:30]=1[Cl:29])[CH3:43] |f:2.3.4|. Procedure details: In analogy to Example 5, 6-[2-(2-chloro-4-hydroxy-phenyl)-1-hydroxy-1-trifluoromethyl-propyl]-4-methyl-4H-benzo[1,4]oxazin-3-one (Example 56, step 4) was reacted with 4-chloro-3-(ethoxycarbonyl)benzeneboronic acid, copper-(II)-acetate and pyridine to give the title compound as a off-white solid. MS (m/e, ISP neg. ion)=596.3 [M−H+]